This data is from the Open Reaction Database (ORD), a public repository of structured organic reaction records. The task is: describe an organic reaction: reactants, conditions, products, and yield Product: CC(=O)Nc1ccc(C(=O)NS(=O)(=O)c2ccccc2)cc1N. Reaction SMILES: [C:26](=[O:27])([O-:28])[OH:29].[CH3:33][OH:34].[H:31][H:32].[K+:30].[OH2:35].[c:1]1([S:7](=[O:8])(=[O:9])[NH:10][C:11]([c:12]2[cH:13][c:14]([N+:22]([O-:23])=[O:24])[c:15]([NH:18][C:19]([CH3:20])=[O:21])[cH:16][cH:17]2)=[O:25])[cH:2][cH:3][cH:4][cH:5][cH:6]1>>[c:1]1([S:7](=[O:8])(=[O:9])[NH:10][C:11]([c:12]2[cH:13][c:14]([NH2:22])[c:15]([NH:18][C:19]([CH3:20])=[O:21])[cH:16][cH:17]2)=[O:25])[cH:2][cH:3][cH:4][cH:5][cH:6]1. Starting materials: O=C([O-])O, CO, [H][H], [K+], O, CC(=O)Nc1ccc(C(=O)NS(=O)(=O)c2ccccc2)cc1[N+](=O)[O-]. The reactants are CC(Cl)c1cccnc1, NCCN1C(=O)CSC1=O. The reagents and catalysts are O=C([O-])[O-].[Cs+].[Cs+] (cesium carbonate), [I-].[K+] (potassium iodide). The solvent is CN(C)C=O (DMF), CN(C)C=O (dmf), CN(C)C=O (DMF). Run at temperature 70 celsius, time 16 hour. Product: CC(NCCN1C(=O)CSC1=O)c1cccnc1.